This data is from the Open Reaction Database (ORD), a public repository of structured organic reaction records. The task is: describe an organic reaction: reactants, conditions, products, and yield Reactants: NC=1C=CC2=C(N=C(S2)C)C1 (5-Amino-2-methylbenzothiazole), COC1OC(CC1)OC (2,5-dimethoxytetrahydrofuran). Solvent: C(C)(=O)O (acetic acid). The product is N1(C=CC=C1)C=1C=CC2=C(N=C(S2)C)C1 (5-(Pyrrol-1-yl)-2-methylbenzothiazole). The yield is 37.5%. As a reaction SMILES: [NH2:1][C:2]1[CH:3]=[CH:4][C:5]2[S:9][C:8]([CH3:10])=[N:7][C:6]=2[CH:11]=1.CO[CH:14]1[CH2:18][CH2:17][CH:16](OC)O1>C(O)(=O)C>[N:1]1([C:2]2[CH:3]=[CH:4][C:5]3[S:9][C:8]([CH3:10])=[N:7][C:6]=3[CH:11]=2)[CH:14]=[CH:18][CH:17]=[CH:16]1. Reported procedure: 5-Amino-2-methylbenzothiazole (30.0 g, 0.203 mol) and 2,5-dimethoxytetrahydrofuran (27.0 g, 0.204 mol) were combined with 90 mL of acetic acid and the solution was heated at reflux for 1 hr. The mixture was evaporated to a dark slurry and purified by column chromatography. This afforded 16.3 g (39% yield) of product, m.p. 91-96° C. The product is ClC1=CC=C(C=C1)[C@H](N1CC(C1)=C(S(=O)(=O)C)C1=CC(=CC(=C1)F)F)C1=CC=C(C=C1)CN1CCCCC1 (1-{(R*)-(4-chlorophenyl)[4-(piperidin-1-ylmethyl)phenyl]methyl}-3-[(3,5-difluorophenyl)(methylsulfonyl)methylene]azetidine). Starting materials: ClCC1=CC=C(C=C1)[C@@H](N1CC(C1)=C(S(=O)(=O)C)C1=CC(=CC(=C1)F)F)C1=CC=C(C=C1)Cl (1-{(R*)-[4-(chloromethyl)phenyl](4-chlorophenyl)methyl}-3-[(3,5-difluorophenyl)(methylsulfonyl)methylene]azetidine), N1CCCCC1 (piperidine). Isolated yield 63.9%. As a reaction SMILES: Cl[CH2:2][C:3]1[CH:8]=[CH:7][C:6]([C@H:9]([C:27]2[CH:32]=[CH:31][C:30]([Cl:33])=[CH:29][CH:28]=2)[N:10]2[CH2:13][C:12](=[C:14]([C:19]3[CH:24]=[C:23]([F:25])[CH:22]=[C:21]([F:26])[CH:20]=3)[S:15]([CH3:18])(=[O:17])=[O:16])[CH2:11]2)=[CH:5][CH:4]=1.[NH:34]1[CH2:39][CH2:38][CH2:37][CH2:36][CH2:35]1>ClCCl>[Cl:33][C:30]1[CH:31]=[CH:32][C:27]([C@@H:9]([C:6]2[CH:5]=[CH:4][C:3]([CH2:2][N:34]3[CH2:39][CH2:38][CH2:37][CH2:36][CH2:35]3)=[CH:8][CH:7]=2)[N:10]2[CH2:11][C:12](=[C:14]([C:19]3[CH:24]=[C:23]([F:25])[CH:22]=[C:21]([F:26])[CH:20]=3)[S:15]([CH3:18])(=[O:16])=[O:17])[CH2:13]2)=[CH:28][CH:29]=1. Procedure: The operation is carried out as described in Example 87, starting with 0.05 g of 1-{(R*)-[4-(chloromethyl)phenyl](4-chlorophenyl)methyl}-3-[(3,5-difluorophenyl)(methylsulfonyl)methylene]azetidine, form A isomer, 1.0 cm3 of dichloromethane, and 0.017 g of piperidine. The crude product is chromatographed on a silica gel column (particle size 0.06-0.200 mm, diameter 8 mm, height 8 cm), eluting with 80 cm3 of dichloromethane and then with a dichloromethane and methanol mixture (95/5 by volume), coll... Run in ClCCl (dichloromethane). Starting materials: CC#N, [Cl-], CC(C)(C)ON=O, COC(=O)c1oc(N)nc1C. Product: COC(=O)c1oc(Cl)nc1C. RXN SMILES: [CH3:20][C:21]#[N:22].[Cl-:1].[N:2]([O:3][C:4]([CH3:5])([CH3:6])[CH3:7])=[O:8].[NH2:9][c:10]1[o:11][c:12]([C:16](=[O:17])[O:18][CH3:19])[c:13]([CH3:15])[n:14]1>>[Cl:1][c:10]1[o:11][c:12]([C:16](=[O:17])[O:18][CH3:19])[c:13]([CH3:15])[n:14]1. The reactants are C(C)OC(CCCOC1=C(C(=CC=C1)CCCCCCOC1=CC(=CC(=C1)OCC)Br)CCC(=O)OCC)=O (4-[3-[6-(3-bromo-5-ethoxy-phenoxy)-hexyl]-2-(2-ethoxycarbonyl-ethyl)-phenoxy]-butyric acid ethyl ester), FC1=CC=C(C=C1)B(O)O (4-fluoro-phenylboronic acid), C([O-])([O-])=O.[Cs+].[Cs+] (cesium carbonate). Reagents/catalysts: C1=CC=C(C=C1)P([C-]2C=CC=C2)C3=CC=CC=C3.C1=CC=C(C=C1)P([C-]2C=CC=C2)C3=CC=CC=C3.Cl[Pd]Cl.[Fe+2] ([1,1′-bis(diphenylphosphino)ferrocene]dichloropalladium(II)). The product is C(C)OC(CCCOC1=C(C(=CC=C1)CCCCCCOC=1C=C(C=C(C1)OCC)C1=CC=C(C=C1)F)CCC(=O)OCC)=O (4-[2-(2-ethoxycarbonyl-ethyl)-3-[6-(5-ethoxy-4′-fluoro-biphenyl-3-yloxy)-hexyl]-phenoxy]-butyric acid ethyl ester). Isolated yield 51.7%. RXN SMILES: [CH2:1]([O:3][C:4](=[O:39])[CH2:5][CH2:6][CH2:7][O:8][C:9]1[CH:14]=[CH:13][CH:12]=[C:11]([CH2:15][CH2:16][CH2:17][CH2:18][CH2:19][CH2:20][O:21][C:22]2[CH:27]=[C:26]([O:28][CH2:29][CH3:30])[CH:25]=[C:24](Br)[CH:23]=2)[C:10]=1[CH2:32][CH2:33][C:34]([O:36][CH2:37][CH3:38])=[O:35])[CH3:2].[F:40][C:41]1[CH:46]=[CH:45][C:44](B(O)O)=[CH:43][CH:42]=1.C(=O)([O-])[O-].[Cs+].[Cs+]>C1C=CC(P(C2C=CC=CC=2)[C-]2C=CC=C2)=CC=1.C1C=CC(P(C2C=CC=CC=2)[C-]2C=CC=C2)=CC=1.Cl[Pd]Cl.[Fe+2]>[CH2:1]([O:3][C:4](=[O:39])[CH2:5][CH2:6][CH2:7][O:8][C:9]1[CH:14]=[CH:13][CH:12]=[C:11]([CH2:15][CH2:16][CH2:17][CH2:18][CH2:19][CH2:20][O:21][C:22]2[CH:23]=[C:24]([C:44]3[CH:45]=[CH:46][C:41]([F:40])=[CH:42][CH:43]=3)[CH:25]=[C:26]([O:28][CH2:29][CH3:30])[CH:27]=2)[C:10]=1[CH2:32][CH2:33][C:34]([O:36][CH2:37][CH3:38])=[O:35])[CH3:2] |f:2.3.4,5.6.7.8|. Procedure details: A similar procedure as described in Example 44, step 3 was used, starting from 4-[3-[6-(3-bromo-5-ethoxy-phenoxy)-hexyl]-2-(2-ethoxycarbonyl-ethyl)-phenoxy]-butyric acid ethyl ester (305 mg, 0.5 mmol), 4-fluoro-phenylboronic acid (141 mg, 1.0 mmol), [1,1′-bis(diphenylphosphino)ferrocene]dichloropalladium(II) (55 mg, 0.075 mmol), and cesium carbonate (331 mg, 1.0 mmol) to obtain 4-[2-(2-ethoxycarbonyl-ethyl)-3-[6-(5-ethoxy-4′-fluoro-biphenyl-3-yloxy)-hexyl]-phenoxy]-butyric acid ethyl ester (161 ... Reactants: CO, [Li+], [OH-], O, O, COC(=O)COc1cccc(N(Cc2nc(-c3ccccc3)c(-c3ccccc3)o2)C(=O)OC)c1. Yields the product COC(=O)N(Cc1nc(-c2ccccc2)c(-c2ccccc2)o1)c1cccc(OCC(=O)O)c1. RXN SMILES: [CH3:39][OH:40].[Li+:37].[OH-:36].[OH2:38].[OH2:41].[c:1]1(-[c:7]2[n:8][c:9]([CH2:18][N:19]([c:20]3[cH:21][c:22]([O:23][CH2:24][C:25](=[O:26])[O:27][CH3:28])[cH:29][cH:30][cH:31]3)[C:32](=[O:33])[O:34][CH3:35])[o:10][c:11]2-[c:12]2[cH:13][cH:14][cH:15][cH:16][cH:17]2)[cH:2][cH:3][cH:4][cH:5][cH:6]1>>[c:1]1(-[c:7]2[n:8][c:9]([CH2:18][N:19]([c:20]3[cH:21][c:22]([O:23][CH2:24][C:25](=[O:26])[OH:27])[cH:29][cH:30][cH:31]3)[C:32](=[O:33])[O:34][CH3:35])[o:10][c:11]2-[c:12]2[cH:13][cH:14][cH:15][cH:16][cH:17]2)[cH:2][cH:3][cH:4][cH:5][cH:6]1. The reactants are CC1=CC=CC(=N1)CCO (6-methyl-2-pyridineethanol), FC1=CC=C(C#N)C=C1 (p-fluorobenzonitrile), [H-].[Na+] (sodium hydride). Solvent: ice water, O1CCCC1 (tetrahydrofuran), oil. The product is CC1=CC=CC(=N1)CCOC1=CC=C(C#N)C=C1 (4-[2-(6-methyl-2-pyridyl)ethoxy]benzonitrile). As a reaction SMILES: [CH3:1][C:2]1[N:7]=[C:6]([CH2:8][CH2:9][OH:10])[CH:5]=[CH:4][CH:3]=1.F[C:12]1[CH:19]=[CH:18][C:15]([C:16]#[N:17])=[CH:14][CH:13]=1.[H-].[Na+]>O1CCCC1>[CH3:1][C:2]1[N:7]=[C:6]([CH2:8][CH2:9][O:10][C:12]2[CH:19]=[CH:18][C:15]([C:16]#[N:17])=[CH:14][CH:13]=2)[CH:5]=[CH:4][CH:3]=1 |f:2.3|. Procedure: To a mixture of 6-methyl-2-pyridineethanol (97.2 g), p-fluorobenzonitrile (85.8 g) and dry tetrahydrofuran (600 ml) was added 60% sodium hydride in oil (29.0 g) in small portions with ice-cooling and stirring and the mixture was further stirred for 2 hours. The reaction mixture was poured in ice-water and extracted with ethyl ether. The ethyl ether layer was washed with water, dried (MgSO4) and concentrated, and the residue was crystallized from hexane to give 4-[2-(6-methyl-2-pyridyl)ethoxy]ben...